Task: describe an organic reaction: reactants, conditions, products, and yield. Dataset: the Open Reaction Database (ORD), a public repository of structured organic reaction records Reactants: C(C1=CC=CC=C1)OC1=CC=C(C=C1)C1C(CN(CC1)C1C(N(CC1)CC1=CC=C(C=C1)C)=O)O (3-(-4-(4-(benzyloxy)phenyl)-3-hydroxypiperidin-1-yl)-1-(4-methylbenzyl)pyrrolidin-2-one), CCN(CC)S(F)(F)F (DAST). Solvent: C(Cl)Cl (DCM). Run at time 2 hour. Product: C(C1=CC=CC=C1)OC1=CC=C(C=C1)[C@@H]1[C@H](CN(CC1)C1C(N(CC1)CC1=CC=C(C=C1)C)=O)F (3-((3R,4R)-4-(4-(benzyloxy)phenyl)-3-fluoropiperidin-1-yl)-1-(4-methylbenzyl)pyrrolidin-2-one). Isolated yield 99.8%. RXN SMILES: [CH2:1]([O:8][C:9]1[CH:14]=[CH:13][C:12]([CH:15]2[CH2:20][CH2:19][N:18]([CH:21]3[CH2:25][CH2:24][N:23]([CH2:26][C:27]4[CH:32]=[CH:31][C:30]([CH3:33])=[CH:29][CH:28]=4)[C:22]3=[O:34])[CH2:17][CH:16]2O)=[CH:11][CH:10]=1)[C:2]1[CH:7]=[CH:6][CH:5]=[CH:4][CH:3]=1.CCN(S(F)(F)[F:42])CC>C(Cl)Cl>[CH2:1]([O:8][C:9]1[CH:14]=[CH:13][C:12]([C@H:15]2[CH2:20][CH2:19][N:18]([CH:21]3[CH2:25][CH2:24][N:23]([CH2:26][C:27]4[CH:32]=[CH:31][C:30]([CH3:33])=[CH:29][CH:28]=4)[C:22]3=[O:34])[CH2:17][C@@H:16]2[F:42])=[CH:11][CH:10]=1)[C:2]1[CH:7]=[CH:6][CH:5]=[CH:4][CH:3]=1. Procedure details: A solution of 3-(-4-(4-(benzyloxy)phenyl)-3-hydroxypiperidin-1-yl)-1-(4-methylbenzyl)pyrrolidin-2-one (382 mg, 0.81 mmol) in DCM (5 mL) cooled to 0° C. was treated dropwise with DAST (0.32 mL, 2.4 mmol) over 3 min. The reaction mixture was then allowed to warm to rt and was stirred for 2 h. The reaction was then quenched with 50 mL of 10% aqueous sodium bicarbonate solution and extracted 4 times with 40 mL of DCM. The combined organic layers were washed with 50 mL of brine, dried over anhydrous ... Starting materials: C(CCCC)N1C(=O)C(=O)C2=CC=C(C=C12)OC (1-pentyl-6-methoxy-isatin), C1(CCCCC1)CC(=O)NN (2-cyclohexylacetohydrazide). The product is C1(CCCCC1)CC(=O)N\N=C\1/C(N(C2=CC(=CC=C12)OC)CCCCC)=O (2-cyclohexyl-N′-[(3Z)-6-methoxy-1-pentyl-2-oxo-1,2-dihydro-3H-indol-3-ylidene]acetohydrazide). RXN SMILES: [CH2:1]([N:6]1[C:16]2[C:11](=[CH:12][CH:13]=[C:14]([O:17][CH3:18])[CH:15]=2)[C:9](=O)[C:7]1=[O:8])[CH2:2][CH2:3][CH2:4][CH3:5].[CH:19]1([CH2:25][C:26]([NH:28][NH2:29])=[O:27])[CH2:24][CH2:23][CH2:22][CH2:21][CH2:20]1>>[CH:19]1([CH2:25][C:26]([NH:28]/[N:29]=[C:9]2\[C:7](=[O:8])[N:6]([CH2:1][CH2:2][CH2:3][CH2:4][CH3:5])[C:16]3[C:11]\2=[CH:12][CH:13]=[C:14]([O:17][CH3:18])[CH:15]=3)=[O:27])[CH2:24][CH2:23][CH2:22][CH2:21][CH2:20]1. Reported procedure: The title compound was prepared as a yellow solid, using 1-pentyl-6-methoxy-isatin obtained in Example 39(A) and 2-cyclohexylacetohydrazide according to the synthetic method E. NMR (CDCl3): δ 0.91 (t, 3H), 1.01-1.07 (m, 2H), 1.18 to 1.39 (m, 7H), 1.60-1.72 (m, 5H), 1.81 (d, 2H), 1.92-1.94 (m, 1H), 2.27 (d, 1H), 2.69 (d, 1H), 3.70 (t, 2H), 3.87 (s, 3H), 6.42 (s, 1H), 6.62 (d, 1H), 7.52 and 7.74 (d for isomers, 1H), 12.39 and 13.99 (br s for isomers, 1H).